This data is from the Open Reaction Database (ORD), a public repository of structured organic reaction records. The task is: describe an organic reaction: reactants, conditions, products, and yield Starting materials: C(C)NC(=O)C1CN(C(C1)=O)CC1=CC=CC=C1 (N-ethyl-5-oxo-1-(phenylmethyl)-3-pyrrolidinecarboxamide), [H-].[Al+3].[Li+].[H-].[H-].[H-] (lithium aluminum hydride), O (water), [OH-].[Na+] (sodium hydroxide), O (water). Solvent: O1CCCC1 (tetrahydrofuran), O1CCCC1 (tetrahydrofuran). Product: C(C)NCC1CN(CC1)CC1=CC=CC=C1 (N-ethyl-1-(phenylmethyl)-3-pyrrolidinemethanamine). Yield: 88.1%. As a reaction SMILES: [H-].[Al+3].[Li+].[H-].[H-].[H-].[CH2:7]([NH:9][C:10]([CH:12]1[CH2:16][C:15](=O)[N:14]([CH2:18][C:19]2[CH:24]=[CH:23][CH:22]=[CH:21][CH:20]=2)[CH2:13]1)=O)[CH3:8].O.[OH-].[Na+]>O1CCCC1>[CH2:7]([NH:9][CH2:10][CH:12]1[CH2:16][CH2:15][N:14]([CH2:18][C:19]2[CH:20]=[CH:21][CH:22]=[CH:23][CH:24]=2)[CH2:13]1)[CH3:8] |f:0.1.2.3.4.5,8.9|. Procedure: To a suspension of 108.68 g (2.860 mole) lithium aluminum hydride in 800 ml tetrahydrofuran, was added a solution of 194.5 g (0.790 mole) of N-ethyl-5-oxo-1-(phenylmethyl)-3-pyrrolidinecarboxamide in 600 ml tetrahydrofuran dropwise under nitrogen. The reaction was then refluxed four hours. The reaction flask was cooled in an ice bath and 108 ml of water, 108 ml of 15% sodium hydroxide, and 324 ml of water were added. The precipitated solids were filtered and washed with hot ethanol. The combined... The reactants are C1CCOC1, CCN, CN(C)CCNC(=O)c1ccc(Cl)c([N+](=O)[O-])c1. Product: CCNc1ccc(C(=O)NCCN(C)C)cc1[N+](=O)[O-]. As a reaction SMILES: [CH2:4]1[O:5][CH2:6][CH2:7][CH2:8]1.[CH3:1][CH2:2][NH2:3].[Cl:9][c:10]1[c:11]([N+:24](=[O:25])[O-:26])[cH:12][c:13]([C:14](=[O:15])[NH:16][CH2:17][CH2:18][N:19]([CH3:20])[CH3:21])[cH:22][cH:23]1>>[CH3:1][CH2:2][NH:3][c:10]1[c:11]([N+:24](=[O:25])[O-:26])[cH:12][c:13]([C:14](=[O:15])[NH:16][CH2:17][CH2:18][N:19]([CH3:20])[CH3:21])[cH:22][cH:23]1. Starting materials: c1ccc2c(c1)NC1CCCCC21, CC(C)=O, O=C(Cl)CCCl. Yields the product O=C(CCCl)N1c2ccccc2C2CCCCC21. As a reaction SMILES: [CH2:1]1[CH2:2][CH2:3][CH2:4][CH:5]2[c:6]3[cH:7][cH:8][cH:9][cH:10][c:11]3[NH:12][CH:13]12.[CH3:20][C:21](=[O:22])[CH3:23].[Cl:14][CH2:15][CH2:16][C:17](=[O:18])[Cl:19]>>[CH2:1]1[CH2:2][CH2:3][CH2:4][CH:5]2[c:6]3[cH:7][cH:8][cH:9][cH:10][c:11]3[N:12]([C:17]([CH2:16][CH2:15][Cl:14])=[O:18])[CH:13]12. Starting materials: O=C(O)c1csc(Br)c1, O=C([O-])[O-], COCCOC, [Cs+], [Cs+], OB(O)c1ccnc(F)c1, O, [Pd], c1ccc(P(c2ccccc2)c2ccccc2)cc1, c1ccc(P(c2ccccc2)c2ccccc2)cc1, c1ccc(P(c2ccccc2)c2ccccc2)cc1, c1ccc(P(c2ccccc2)c2ccccc2)cc1. The product is O=C(O)c1csc(-c2ccnc(F)c2)c1. RXN SMILES: [Br:1][c:2]1[cH:3][c:4]([C:7](=[O:8])[OH:9])[cH:5][s:6]1.[C:20](=[O:21])([O-:22])[O-:23].[CH3:27][O:28][CH2:29][CH2:30][O:31][CH3:32].[Cs+:24].[Cs+:25].[F:10][c:11]1[n:12][cH:13][cH:14][c:15]([B:17]([OH:18])[OH:19])[cH:16]1.[OH2:26].[Pd:109].[c:33]1([P:34]([c:35]2[cH:36][cH:37][cH:38][cH:39][cH:40]2)[c:41]2[cH:42][cH:43][cH:44][cH:45][cH:46]2)[cH:47][cH:48][cH:49][cH:50][cH:51]1.[c:52]1([P:53]([c:54]2[cH:55][cH:56][cH:57][cH:58][cH:59]2)[c:60]2[cH:61][cH:62][cH:63][cH:64][cH:65]2)[cH:66][cH:67][cH:68][cH:69][cH:70]1.[c:71]1([P:72]([c:73]2[cH:74][cH:75][cH:76][cH:77][cH:78]2)[c:79]2[cH:80][cH:81][cH:82][cH:83][cH:84]2)[cH:85][cH:86][cH:87][cH:88][cH:89]1.[c:90]1([P:91]([c:92]2[cH:93][cH:94][cH:95][cH:96][cH:97]2)[c:98]2[cH:99][cH:100][cH:101][cH:102][cH:103]2)[cH:104][cH:105][cH:106][cH:107][cH:108]1>>[c:2]1(-[c:15]2[cH:14][cH:13][n:12][c:11]([F:10])[cH:16]2)[cH:3][c:4]([C:7](=[O:8])[OH:9])[cH:5][s:6]1.